Dataset: the Open Reaction Database (ORD), a public repository of structured organic reaction records. Task: describe an organic reaction: reactants, conditions, products, and yield Yields the product COc1ccc(S(=O)(=O)Cl)c(C)c1C. The reactants are COc1cccc(C)c1C, O=S(=O)(Cl)Cl, ClCCl. RXN SMILES: [CH3:1][c:2]1[c:3]([O:9][CH3:10])[cH:4][cH:5][cH:6][c:7]1[CH3:8].[Cl:11][S:12](=[O:13])(=[O:14])[Cl:15].[Cl:16][CH2:17][Cl:18]>>[CH3:1][c:2]1[c:3]([O:9][CH3:10])[cH:4][cH:5][c:6]([S:12]([Cl:11])(=[O:13])=[O:14])[c:7]1[CH3:8]. The reactants are CS(=O)(=O)OC1CN(C(c2ccccc2)c2ccccc2)C1, CC#N, CCN(C(C)C)C(C)C, O=C(N1CCNCC1)C(F)(F)F. Product: O=C(N1CCN(C2CN(C(c3ccccc3)c3ccccc3)C2)CC1)C(F)(F)F. As a reaction SMILES: [CH3:13][S:14]([O:15][CH:18]1[CH2:19][N:20]([CH:22]([c:23]2[cH:24][cH:25][cH:26][cH:27][cH:28]2)[c:29]2[cH:30][cH:31][cH:32][cH:33][cH:34]2)[CH2:21]1)(=[O:16])=[O:17].[CH3:44][C:45]#[N:46].[CH:35]([N:36]([CH2:37][CH3:38])[CH:39]([CH3:40])[CH3:41])([CH3:42])[CH3:43].[F:1][C:2]([C:3](=[O:4])[N:5]1[CH2:6][CH2:7][NH:8][CH2:9][CH2:10]1)([F:11])[F:12]>>[F:1][C:2]([C:3](=[O:4])[N:5]1[CH2:6][CH2:7][N:8]([CH:18]2[CH2:19][N:20]([CH:22]([c:23]3[cH:24][cH:25][cH:26][cH:27][cH:28]3)[c:29]3[cH:30][cH:31][cH:32][cH:33][cH:34]3)[CH2:21]2)[CH2:9][CH2:10]1)([F:11])[F:12]. Reactants: N1(CCCC1)[C@@H]1CNCC1 ((3′S)-1,3′-bipyrrolidine), N1C(=NC2=C1C=CC=C2)CC2=CC=C(C(=O)O)C=C2 (4-((1H-benzo[d]imidazol-2-yl)methyl)benzoic acid), Cl.CN(CCCN=C=NCC)C (1-(3-dimethylaminopropyl)-3-ethylcarbodiimide hydrochloride), ON1N=NC2=C1C=CC=C2 (1-hydroxybenzotriazole). Run in CN(C)C=O (DMF), CN(C)C=O (DMF). Conditions: time 3 hour. Product: N1C(=NC2=C1C=CC=C2)CC2=CC=C(C(=O)N1C[C@H](CC1)N1CCCC1)C=C2 ((3′S)-1′-[4-(1H-Benzimidazol-2-ylmethyl)benzoyl]-1,3′-bipyrrolidine). The yield is 73.0%. As a reaction SMILES: [NH:1]1[C:5]2[CH:6]=[CH:7][CH:8]=[CH:9][C:4]=2[N:3]=[C:2]1[CH2:10][C:11]1[CH:19]=[CH:18][C:14]([C:15]([OH:17])=O)=[CH:13][CH:12]=1.Cl.CN(C)CCCN=C=NCC.ON1C2C=CC=CC=2N=N1.[N:42]1([C@H:47]2[CH2:51][CH2:50][NH:49][CH2:48]2)[CH2:46][CH2:45][CH2:44][CH2:43]1>CN(C=O)C>[NH:3]1[C:4]2[CH:9]=[CH:8][CH:7]=[CH:6][C:5]=2[N:1]=[C:2]1[CH2:10][C:11]1[CH:12]=[CH:13][C:14]([C:15]([N:49]2[CH2:50][CH2:51][C@H:47]([N:42]3[CH2:46][CH2:45][CH2:44][CH2:43]3)[CH2:48]2)=[O:17])=[CH:18][CH:19]=1 |f:1.2|. Procedure: A solution of methyl 4-((1H-benzo[d]imidazol-2-yl)methyl)benzoate (400 mg, 1.5 mmol) in methanol was treated with aqueous sodium hydroxide (2.5 M, 3.75 mmol), heated at reflux temperature for 3 h and concentrated in vacuo. The resultant residue was dispersed in water and acidified with excess formic acid. The resultant precipitate was removed by filtration, washed with water and dried under vacuum overnight to provide 4-((1H-benzo[d]imidazol-2-yl)methyl)benzoic acid (92%) as a white solid, [M+H]...